Dataset: the Open Reaction Database (ORD), a public repository of structured organic reaction records. Task: describe an organic reaction: reactants, conditions, products, and yield The reactants are O=C([O-])[O-], Cn1ncnc1CCl, Cl, [Cs+], [Cs+], Oc1nn2c(-c3ccccc3F)nncc2c1I, CN(C)C=O. The product is Cn1ncnc1COc1nn2c(-c3ccccc3F)nncc2c1I. Reaction SMILES: [C:19](=[O:20])([O-:21])[O-:22].[Cl:26][CH2:27][c:28]1[n:29]([CH3:33])[n:30][cH:31][n:32]1.[ClH:25].[Cs+:23].[Cs+:24].[F:1][c:2]1[c:3](-[c:8]2[n:9][n:10][cH:11][c:12]3[n:13]2[n:14][c:15]([OH:18])[c:16]3[I:17])[cH:4][cH:5][cH:6][cH:7]1.[O:34]=[CH:35][N:36]([CH3:37])[CH3:38]>>[F:1][c:2]1[c:3](-[c:8]2[n:9][n:10][cH:11][c:12]3[n:13]2[n:14][c:15]([O:18][CH2:27][c:28]2[n:29]([CH3:33])[n:30][cH:31][n:32]2)[c:16]3[I:17])[cH:4][cH:5][cH:6][cH:7]1. Starting materials: NC1CCN(Cc2ccccc2)CC1, CN1CCCCC1=O, CCOC(C)=O, O=[N+]([O-])c1cc(F)ccc1F, O. Yields the product O=[N+]([O-])c1cc(F)ccc1NC1CCN(Cc2ccccc2)CC1. As a reaction SMILES: [CH2:12]([c:13]1[cH:14][cH:15][cH:16][cH:17][cH:18]1)[N:19]1[CH2:20][CH2:21][CH:22]([NH2:25])[CH2:23][CH2:24]1.[CH3:26][N:27]1[CH2:28][CH2:29][CH2:30][CH2:31][C:32]1=[O:33].[CH3:35][CH2:36][O:37][C:38](=[O:39])[CH3:40].[F:1][c:2]1[c:3]([N+:9](=[O:10])[O-:11])[cH:4][c:5]([F:8])[cH:6][cH:7]1.[OH2:34]>>[c:2]1([NH:25][CH:22]2[CH2:21][CH2:20][N:19]([CH2:12][c:13]3[cH:14][cH:15][cH:16][cH:17][cH:18]3)[CH2:24][CH2:23]2)[c:3]([N+:9](=[O:10])[O-:11])[cH:4][c:5]([F:8])[cH:6][cH:7]1. Starting materials: ice water, C(CCCCCCC)C1CC2=CC=C(C=C2C1)B(O)O (2-octylindan-5-boronic acid), C(CCCCCCC)C1=NC=C(C=N1)C1=CC=C(C=C1)Br (2-octyl-5-(4-bromophenyl)pyrimidine), C(C)O (ethanol), C([O-])([O-])=O.[Na+].[Na+] (sodium carbonate). The reagents and catalysts are [Pd].C1(=CC=CC=C1)P(C1=CC=CC=C1)C1=CC=CC=C1.C1(=CC=CC=C1)P(C1=CC=CC=C1)C1=CC=CC=C1.C1(=CC=CC=C1)P(C1=CC=CC=C1)C1=CC=CC=C1.C1(=CC=CC=C1)P(C1=CC=CC=C1)C1=CC=CC=C1 (tetrakis (triphenylphosphine) palladium). Solvent: C1=CC=CC=C1 (benzene). The product is C(CCCCCCC)C1CC2=CC=C(C=C2C1)C1=CC=C(C=C1)C=1C=NC(=NC1)CCCCCCCC (2-octyl-5-[4-(2-octylpyrimidine-5-yl)phenyl]indan). Yield: 71.5%. RXN SMILES: [CH2:1]([CH:9]1[CH2:17][C:16]2[C:11](=[CH:12][CH:13]=[C:14](B(O)O)[CH:15]=2)[CH2:10]1)[CH2:2][CH2:3][CH2:4][CH2:5][CH2:6][CH2:7][CH3:8].[CH2:21]([C:29]1[N:34]=[CH:33][C:32]([C:35]2[CH:40]=[CH:39][C:38](Br)=[CH:37][CH:36]=2)=[CH:31][N:30]=1)[CH2:22][CH2:23][CH2:24][CH2:25][CH2:26][CH2:27][CH3:28].C(O)C.C(=O)([O-])[O-].[Na+].[Na+]>[Pd].C1(P(C2C=CC=CC=2)C2C=CC=CC=2)C=CC=CC=1.C1(P(C2C=CC=CC=2)C2C=CC=CC=2)C=CC=CC=1.C1(P(C2C=CC=CC=2)C2C=CC=CC=2)C=CC=CC=1.C1(P(C2C=CC=CC=2)C2C=CC=CC=2)C=CC=CC=1.C1C=CC=CC=1>[CH2:1]([CH:9]1[CH2:17][C:16]2[C:11](=[CH:12][CH:13]=[C:14]([C:38]3[CH:37]=[CH:36][C:35]([C:32]4[CH:31]=[N:30][C:29]([CH2:21][CH2:22][CH2:23][CH2:24][CH2:25][CH2:26][CH2:27][CH3:28])=[N:34][CH:33]=4)=[CH:40][CH:39]=3)[CH:15]=2)[CH2:10]1)[CH2:2][CH2:3][CH2:4][CH2:5][CH2:6][CH2:7][CH3:8] |f:3.4.5,6.7.8.9.10|. Procedure details: 0.41 g (1.50 mM) of 2-octylindan-5-boronic acid, 0.45 g (1.30 mM) of 2-octyl-5-(4-bromophenyl)pyrimidine, 2.2 ml of ethanol, 4.2 ml of benzene, 2.1 ml of 2M-sodium carbonate aqueous solution and 0.07 g of tetrakis (triphenylphosphine) palladium (O) were mixed and heat-refluxed for 200 minutes under stirring. After the reaction, the reaction mixture was poured into ice water and subjected to extraction with ethyl acetate, followed by washing with saturated common salt aqueous solution. The organi... Starting materials: compound 6, OC1=CC=C2C=CC(=NC2=C1)C (7-hydroxy-2-methyl-quinoline), O1C=NC2=C1C=CC=C2 (benzoxazole). Yields the product CC1=NC2=CC(=CC=C2C=C1)OCC1OC1 (2-methyl-7-(oxiran-2-ylmethoxy)quinoline). Reaction SMILES: [OH:1][C:2]1[CH:11]=[C:10]2[C:5]([CH:6]=[CH:7][C:8]([CH3:12])=[N:9]2)=[CH:4][CH:3]=1.[O:13]1[C:17]2[CH:18]=[CH:19]C=CC=2N=C1>>[CH3:12][C:8]1[CH:7]=[CH:6][C:5]2[C:10](=[CH:11][C:2]([O:1][CH2:19][CH:18]3[CH2:17][O:13]3)=[CH:3][CH:4]=2)[N:9]=1. Reported procedure: Compound 81 was prepared in a manner of compound 6 substituting 7-hydroxy-2-methyl-quinoline for compound 8 in part of Example 1. The reactants are Cl (hydrochloric acid), C1(=CC=CC=2CCCCC12)OCC(CNC(C)(C)C)O (1-(5,6,7,8-tetrahydro-α-naphthoxy)-3-(tert.-butylamino)-2-propanol). Yields the product Cl.C1(=CC=CC=2CCCCC12)OCC(CNC(C)(C)C)O (1-(5,6,7,8-tetrahydro-1-naphthoxy)-3-(tert.-butylamino)-2-propanol hydrochloride). Yield: 70.0%. As a reaction SMILES: [ClH:1].[C:2]1([O:12][CH2:13][CH:14]([OH:21])[CH2:15][NH:16][C:17]([CH3:20])([CH3:19])[CH3:18])[C:11]2[CH2:10][CH2:9][CH2:8][CH2:7][C:6]=2[CH:5]=[CH:4][CH:3]=1>>[ClH:1].[C:2]1([O:12][CH2:13][CH:14]([OH:21])[CH2:15][NH:16][C:17]([CH3:19])([CH3:18])[CH3:20])[C:11]2[CH2:10][CH2:9][CH2:8][CH2:7][C:6]=2[CH:5]=[CH:4][CH:3]=1 |f:2.3|. Procedure: 1-(tert.-butyl)-3-azetidinol and 5,6,7,8-tetrahydro-α-naphthol were reacted in the same manner as in Example 1 to form 1-(5,6,7,8-tetrahydro-α-naphthoxy)-3-(tert.-butylamino)-2-propanol. A hydrochloric acid gas was blown into the obtained propanol. As a result 1-(5,6,7,8-tetrahydro-1-naphthoxy)-3-(tert.-butylamino)-2-propanol hydrochloride having a melting point of 148°-150° C was obtained. The yield was 70%. Starting materials: CC(CCCC(C(=O)[O-])=O)CCC=C(C)C (3,7-Dimethyl-6octenyl-2-oxopropanoate), CC(C(C(=O)OCCC(CCC=C(C)C)C)=O)CC (3,7-Dimethyl-6-octenyl 3-methyl-2-oxopentanoate), CC(CCCC(C(=O)[O-])=O)CCC=C(C)C (3,7-Dimethyl-6octenyl-2-oxopropanoate), CC(CCC(C(C(=O)[O-])=O)C)CCC=C(C)C (3,7-Dimethyl-6octenyl-2-oxobutanoate), O=C(C(=O)OCCC(CCC=C(C)C)C)CCC (3,7-Dimethyl-6-octenyl 2-oxopentanoate), CC(CCC(C(C(=O)[O-])=O)C)CCC=C(C)C (3,7-Dimethyl-6octenyl-2-oxobutanoate), CC(C(C(=O)OCCC(CCC=C(C)C)C)=O)CCCCCCCCCCCC (3,7-Dimethyl-6-octenyl 3-methyl-2-oxopentadecanoate), CC(CCCC(C(=O)[O-])=O)CCC=C(C)C (3,7-Dimethyl-6octenyl-2-oxopropanoate), O=C(C(=O)OCCC(CCC=C(C)C)C)C1=CC=CC=C1 (3,7-Dimethyl-6-octenyl oxo(phenyl)acetate), CC(CCCC(C(=O)[O-])=O)CCC=C(C)C (3,7-Dimethyl-6octenyl-2-oxopropanoate), CC(CCC(C(C(=O)[O-])=O)C)CCC=C(C)C (3,7-Dimethyl-6octenyl-2-oxobutanoate), CC(CCCC(C(=O)[O-])=O)CCC=C(C)C (3,7-Dimethyl-6octenyl-2-oxopropanoate), C1(CCCCC1)C(C(=O)OCCC(CCC=C(C)C)C)=O (3,7-Dimethyl-6-octenyl (cyclohexyl)oxoacetate), CC(CCCC(C(=O)[O-])=O)CCC=C(C)C (3,7-Dimethyl-6octenyl-2-oxopropanoate), CC(CCCC(C(=O)[O-])=O)CCC=C(C)C (3,7-Dimethyl-6octenyl-2-oxopropanoate), ( 100 ), CC(CCCC(C(=O)[O-])=O)CCC=C(C)C (3,7-Dimethyl-6octenyl-2-oxopropanoate), CC(C(C(=O)OCCC(CCC=C(C)C)C)=O)CC (3,7-Dimethyl-6-octenyl 3-methyl-2-oxopentanoate), CC(CCCC(C(=O)[O-])=O)CCC=C(C)C (3,7-Dimethyl-6octenyl-2-oxopropanoate), CC(CCCC(C(=O)[O-])=O)CCC=C(C)C (3,7-Dimethyl-6octenyl-2-oxopropanoate), C1(CCCCC1)C(C(=O)OC\C=C(\CCC=C(C)C)/C)=O ((E)-3,7-Dimethyl-2,6-octadienyl (cyclohexyl)oxoacetate), CC(CCCC(C(=O)[O-])=O)CCC=C(C)C (3,7-Dimethyl-6octenyl-2-oxopropanoate). Product: C1(CCCCC1)C(C(=O)OCC1=CC=C(C=C1)OC)=O (4-Methoxybenzyl (cyclohexyl)oxoacetate). Reaction SMILES: C[CH:2]([CH2:11][CH2:12]C=C(C)C)[CH2:3][CH2:4][CH2:5][C:6](=[O:10])[C:7]([O-:9])=[O:8].[CH:17]1([C:23](=O)C(OC/C=C(\C)/CCC=C(C)C)=O)[CH2:22][CH2:21][CH2:20][CH2:19][CH2:18]1.CC(CCC=C(C)C)CCC(C)C(=O)[C:44]([O-])=[O:45].CC(CC)C(=O)C(OCCC(C)CCC=C(C)C)=O.CC(CCCCCCCCCCCC)C(=O)C(OCCC(C)CCC=C(C)C)=O.O=C(C1C=CC=CC=1)C(OCCC(C)CCC=C(C)C)=O.O=C(CCC)C(OCCC(C)CCC=C(C)C)=O.C1(C(=O)C(OCCC(C)CCC=C(C)C)=O)CCCCC1>>[CH:5]1([C:6](=[O:10])[C:7]([O:9][CH2:23][C:17]2[CH:18]=[CH:19][C:20]([O:45][CH3:44])=[CH:21][CH:22]=2)=[O:8])[CH2:4][CH2:3][CH2:2][CH2:11][CH2:12]1. Reported procedure: MS (EI): 276 (M+, 1); 135 (1); 123 (1); 122 (10); 121 (100); 111 (2); 107 (1); 106 (2); 94 (1); 92 (1); 91 (3); 90 (1); 89 (1); 83 (7); 78 (5); 77 (4); 65 (1); 55 (9); 53 (1); 52 (1); 51 (1); 41 (3); 39 (2). The reactants are CC(=O)O, Cc1ccc(C(=O)O)c(N)n1. Yields the product Nc1ncccc1C(=O)O. As a reaction SMILES: [CH3:12][C:13](=[O:14])[OH:15].[NH2:1][c:2]1[c:3]([C:4](=[O:5])[OH:6])[cH:7][cH:8][c:9]([CH3:11])[n:10]1>>[NH2:1][c:2]1[c:3]([C:4](=[O:5])[OH:6])[cH:7][cH:8][cH:9][n:10]1.